This data is from the Open Reaction Database (ORD), a public repository of structured organic reaction records. The task is: describe an organic reaction: reactants, conditions, products, and yield Starting materials: N([C@@H](CCCCNC(=O)OCC1=C(Cl)C=CC=C1)C(=O)N[C@@H](CC(C)C)C(=O)O)C(=O)OC(C)(C)C (Boc-Lys(Cl-Z)-Leu-OH), N(CC(=O)ON1C(=O)CCC1=O)C(=O)OC(C)(C)C (Boc-Gly-OSu). The product is N(CC(=O)N[C@@H](CCCCNC(=O)OCC1=C(Cl)C=CC=C1)C(=O)N[C@@H](CC(C)C)C(=O)O)C(=O)OC(C)(C)C (Boc-Gly-Lys(Cl-Z)-Leu-OH). Yield: 76.3%. As a reaction SMILES: [NH:1](C(OC(C)(C)C)=O)[C@H:2]([C:19]([NH:21][C@H:22]([C:27]([OH:29])=[O:28])[CH2:23][CH:24]([CH3:26])[CH3:25])=[O:20])[CH2:3][CH2:4][CH2:5][CH2:6][NH:7][C:8]([O:10][CH2:11][C:12]1[CH:18]=[CH:17][CH:16]=[CH:15][C:13]=1[Cl:14])=[O:9].[NH:37]([C:49]([O:51][C:52]([CH3:55])([CH3:54])[CH3:53])=[O:50])[CH2:38][C:39]([O:41]N1C(=O)CCC1=O)=O>>[NH:37]([C:49]([O:51][C:52]([CH3:53])([CH3:54])[CH3:55])=[O:50])[CH2:38][C:39]([NH:1][C@H:2]([C:19]([NH:21][C@H:22]([C:27]([OH:29])=[O:28])[CH2:23][CH:24]([CH3:26])[CH3:25])=[O:20])[CH2:3][CH2:4][CH2:5][CH2:6][NH:7][C:8]([O:10][CH2:11][C:12]1[CH:18]=[CH:17][CH:16]=[CH:15][C:13]=1[Cl:14])=[O:9])=[O:41]. Procedure: At first, by using 2.00 g of Boc-Lys(Cl-Z)-Leu-OH and 1.10 g of Boc-Gly-OSu, and the same procedure as in Reference Example 31 was repeated to obtain 1.69 g (yield: 76.0%) of Boc-Gly-Lys(Cl-Z)-Leu-OH. The reactants are CC(=O)N1CCC(CCC(=O)O)CC1, CN(C(=O)c1ccc(Cl)cc1)C1CCNCC1c1ccc(Cl)c(Cl)c1, Cl. Yields the product CC(=O)N1CCC(CCC(=O)N2CCC(N(C)C(=O)c3ccc(Cl)cc3)C(c3ccc(Cl)c(Cl)c3)C2)CC1. Reaction SMILES: [C:27]([CH3:28])(=[O:29])[N:30]1[CH2:31][CH2:32][CH:33]([CH2:36][CH2:37][C:38](=[O:39])[OH:40])[CH2:34][CH2:35]1.[Cl:2][c:3]1[cH:4][cH:5][c:6]([C:7](=[O:8])[N:9]([CH3:10])[CH:11]2[CH:12]([c:17]3[cH:18][c:19]([Cl:24])[c:20]([Cl:23])[cH:21][cH:22]3)[CH2:13][NH:14][CH2:15][CH2:16]2)[cH:25][cH:26]1.[ClH:1]>>[Cl:2][c:3]1[cH:4][cH:5][c:6]([C:7](=[O:8])[N:9]([CH3:10])[CH:11]2[CH:12]([c:17]3[cH:18][c:19]([Cl:24])[c:20]([Cl:23])[cH:21][cH:22]3)[CH2:13][N:14]([C:38]([CH2:37][CH2:36][CH:33]3[CH2:32][CH2:31][N:30]([C:27]([CH3:28])=[O:29])[CH2:35][CH2:34]3)=[O:39])[CH2:15][CH2:16]2)[cH:25][cH:26]1. Starting materials: ClC=1C=CC(=C(C1)N1[C@@H](C=2N(C(=NC2C1=O)C=1C(=NC(=NC1)OC)OC)C(C)C)C1=C(C=C(C=C1)Cl)C)C ((R)-5-(5-Chloro-2-methyl-phenyl)-6-(4-chloro-2-methyl-phenyl)-2-(2,4-dimethoxy-pyrimidin-5-yl)-1-isopropyl-5,6,-dihydro-1H-pyrrolo[3,4-d]imidazol-4-one), C[Si](C)(C)[N-][Si](C)(C)C.[Na+] (NaHMDS), C(OCC)(=O)Cl (Ethyl carbonochloridate). Procedure: To a solution of the product from example 76 (100 mg, 0.2 mmol) in THF (3 mL) at −78° C. was added NaHMDS (181 μL, 0.2 mmol) and the mixture was stirred at −78° C. for 15 min. Ethyl carbonochloridate (86 μL, 0.9 mmol) was added at −78° C. and the mixture was allowed to warm up to rt and stirred for 1 h. The reaction mixture was quenched with a saturated aqueous NH4Cl solution, then was diluted in EtOAc and extracted with brine. The organic layer was dried (Na2SO4), filtered and concentrated. The... The solvent is C1CCOC1 (THF). The product is C(C)OC(=O)C1(N(C(C=2N=C(N(C21)C(C)C)C=2C(=NC(=NC2)OC)OC)=O)C2=C(C=CC(=C2)Cl)C)C2=C(C=C(C=C2)Cl)C (4-(4-Chloro-2-methyl-phenyl)-5-(5-chloro-2-methyl-phenyl)-2-(2,4-dimethoxy-pyrimidin-5-yl)-3-isopropyl-6-oxo-3,4,5,6-tetrahydro-pyrrolo[3,4-d]imidazole-4-carboxylic acid ethyl ester). Run at temperature -78 celsius, time 15 minute. Reaction SMILES: [Cl:1][C:2]1[CH:3]=[CH:4][C:5]([CH3:38])=[C:6]([N:8]2[C:15](=[O:16])[C:14]3[N:13]=[C:12]([C:17]4[C:18]([O:25][CH3:26])=[N:19][C:20]([O:23][CH3:24])=[N:21][CH:22]=4)[N:11]([CH:27]([CH3:29])[CH3:28])[C:10]=3[C@H:9]2[C:30]2[CH:35]=[CH:34][C:33]([Cl:36])=[CH:32][C:31]=2[CH3:37])[CH:7]=1.C[Si]([N-][Si](C)(C)C)(C)C.[Na+].[C:49](Cl)(=[O:53])[O:50][CH2:51][CH3:52]>C1COCC1>[CH2:51]([O:50][C:49]([C:9]1([C:30]2[CH:35]=[CH:34][C:33]([Cl:36])=[CH:32][C:31]=2[CH3:37])[C:10]2[N:11]([CH:27]([CH3:28])[CH3:29])[C:12]([C:17]3[C:18]([O:25][CH3:26])=[N:19][C:20]([O:23][CH3:24])=[N:21][CH:22]=3)=[N:13][C:14]=2[C:15](=[O:16])[N:8]1[C:6]1[CH:7]=[C:2]([Cl:1])[CH:3]=[CH:4][C:5]=1[CH3:38])=[O:53])[CH3:52] |f:1.2|. Starting materials: ClCCl, CSc1nc(Cl)cc(Cl)n1, NN. Product: CSc1nc(Cl)cc(NN)n1. RXN SMILES: [Cl:13][CH2:14][Cl:15].[Cl:3][c:4]1[n:5][c:6]([S:11][CH3:12])[n:7][c:8]([Cl:10])[cH:9]1.[NH2:1][NH2:2]>>[NH:1]([NH2:2])[c:8]1[n:7][c:6]([S:11][CH3:12])[n:5][c:4]([Cl:3])[cH:9]1. Procedure: 37.25 g of thiosemicarbazide was dissolved in 400 ml dimethylformamide and 32.05 g of pyridine, after which 74 g of 2,4,6-trimethylbenzoyl chloride was added at 0° C. in 20 minutes. The reaction mixture was heated at 80° C. for 2 hours and then concentrated to three-quarters in vacuo and the remaining mixture was poured into 1500 ml of cold water. The resulting white precipitate was filtered, washed in water and dried. Reactants: NNC(=S)N (thiosemicarbazide), CC1=C(C(=O)Cl)C(=CC(=C1)C)C (2,4,6-trimethylbenzoyl chloride). RXN SMILES: [NH2:1][NH:2][C:3]([NH2:5])=[S:4].[CH3:6][C:7]1[CH:15]=[C:14]([CH3:16])[CH:13]=[C:12]([CH3:17])[C:8]=1[C:9](Cl)=[O:10]>CN(C)C=O.N1C=CC=CC=1>[CH3:6][C:7]1[CH:15]=[C:14]([CH3:16])[CH:13]=[C:12]([CH3:17])[C:8]=1[C:9]([NH:1][NH:2][C:3]([NH2:5])=[S:4])=[O:10]. Reaction conditions: temperature 80 celsius. Run in CN(C=O)C (dimethylformamide), N1=CC=CC=C1 (pyridine). Yields the product CC1=C(C(=O)NNC(=S)N)C(=CC(=C1)C)C (2,4,6-trimethyl benzoyl thiosemicarbazide).